Dataset: the Open Reaction Database (ORD), a public repository of structured organic reaction records. Task: describe an organic reaction: reactants, conditions, products, and yield Reactants: BrC=1C=C(C(=O)OC)C=C(C1)C1=NC=C(C=C1)C (methyl 3-bromo-5-(5-methylpyridin-2-yl)benzoate), N1C(COCC1)=O (morpholin-3-one), C([O-])([O-])=O.[Cs+].[Cs+] (cesium carbonate), CC1(C2=C(C(=CC=C2)P(C3=CC=CC=C3)C4=CC=CC=C4)OC5=C(C=CC=C51)P(C6=CC=CC=C6)C7=CC=CC=C7)C (xantphos). Reagents/catalysts: C(C)(=O)[O-].[Pd+2].C(C)(=O)[O-] (palladium acetate). The solvent is O1CCOCC1 (1,4-dioxane). The product is CC=1C=CC(=NC1)C=1C=C(C(=O)OC)C=C(C1)N1C(COCC1)=O (Methyl 3-(5-methylpyridin-2-yl)-5-(3-oxomorpholino)benzoate). Reaction SMILES: Br[C:2]1[CH:3]=[C:4]([CH:9]=[C:10]([C:12]2[CH:17]=[CH:16][C:15]([CH3:18])=[CH:14][N:13]=2)[CH:11]=1)[C:5]([O:7][CH3:8])=[O:6].[NH:19]1[CH2:24][CH2:23][O:22][CH2:21][C:20]1=[O:25].C(=O)([O-])[O-].[Cs+].[Cs+].CC1(C)C2C(=C(P(C3C=CC=CC=3)C3C=CC=CC=3)C=CC=2)OC2C(P(C3C=CC=CC=3)C3C=CC=CC=3)=CC=CC1=2>C([O-])(=O)C.[Pd+2].C([O-])(=O)C.O1CCOCC1>[CH3:18][C:15]1[CH:16]=[CH:17][C:12]([C:10]2[CH:9]=[C:4]([CH:3]=[C:2]([N:19]3[CH2:24][CH2:23][O:22][CH2:21][C:20]3=[O:25])[CH:11]=2)[C:5]([O:7][CH3:8])=[O:6])=[N:13][CH:14]=1 |f:2.3.4,6.7.8|. Reported procedure: A microwave vial was charged with methyl 3-bromo-5-(5-methylpyridin-2-yl)benzoate (100 mg, 0.33 mmol), morpholin-3-one (42 mg, 0.41 mmol), palladium acetate (4 mg), cesium carbonate (169 mg, 0.52 mmol), xantphos (3 mg), and 1,4-dioxane (1 mL). The reaction mixture was subjected to microwave irradiation at 110° C. for 15 min. The reaction mixture was filtered and the filterate was concentrated under reduced pressure. The resultant residue was purified by preparative HPLC to get the product as a y... Starting materials: solution, C(CCC)[Li] (butyllithium), C[C@@H]1NC(O[C@@H]1C1=CC=CC=C1)=O ((4S,5R)-4-methyl-5-phenyloxazolidin-2-one), C([O-])(O)=O.[Na+] (sodium bicarbonate), [Cl-].[NH4+] (ammonium chloride), BrCC(=O)Cl (bromoacetyl chloride). Run in CCCCCC (hexane), O1CCCC1 (tetrahydrofuran), O (water), O1CCCC1 (tetrahydrofuran). Conditions: temperature -70 celsius. Yields the product BrCC(=O)N1C(O[C@@H]([C@@H]1C)C1=CC=CC=C1)=O ((4S,5R)-3-(Bromoacetyl)-4-methyl-5-phenyloxazolidin-2-one). Yield: 76.1%. RXN SMILES: C([Li])CCC.[CH3:6][C@H:7]1[C@@H:11]([C:12]2[CH:17]=[CH:16][CH:15]=[CH:14][CH:13]=2)[O:10][C:9](=[O:18])[NH:8]1.[Br:19][CH2:20][C:21](Cl)=[O:22].[Cl-].[NH4+].C(=O)(O)[O-].[Na+]>CCCCCC.O1CCCC1.O>[Br:19][CH2:20][C:21]([N:8]1[C@@H:7]([CH3:6])[C@@H:11]([C:12]2[CH:17]=[CH:16][CH:15]=[CH:14][CH:13]=2)[O:10][C:9]1=[O:18])=[O:22] |f:3.4,5.6|. Procedure: 82 ml of a 2.5 molar solution of butyllithium in hexane is added to a solution of 33.06 g (186.6 mmol) of (4S,5R)-4-methyl-5-phenyloxazolidin-2-one in 500 ml of tetrahydrofuran within 30 minutes at −70° C. under argon. Then, a solution of 15.55 ml (187 mmol) of bromoacetyl chloride in 250 ml of tetrahydrofuran is added in drops in such a way that the internal temperature does not exceed −65° C. Then, it is stirred for one more hour at −70° C. Then, the reaction mixture is poured onto 50 ml of sa... Starting materials: C(Cl)Cl (DCM), BrC=1C(=CC(=C(C1)[C@@]12N=C(SC[C@@H]1[C@H](OC2)CF)NC(OC(C)(C)C)=O)F)F (tert-Butyl ((4aS,5S,7aS)-7a-(5-bromo-2,4-difluorophenyl)-5-(fluoromethyl)-4a,5,7,7a-tetrahydro-4H-furo[3,4-d][1,3]thiazin-2-yl)carbamate), C(=O)(C(F)(F)F)O (TFA), N1=CN=CC(=C1)B(O)O (Pyrimidin-5-ylboronic acid), C([O-])([O-])=O.[Cs+].[Cs+] (cesium carbonate). The reagents and catalysts are C1=CC=C(C=C1)P(C2=CC=CC=C2)C3=CC=CC=C3.C1=CC=C(C=C1)P(C2=CC=CC=C2)C3=CC=CC=C3.Cl[Pd]Cl (bis(triphenylphosphine)palladium (II) chloride). The solvent is O (water), COCCOC (DME), CCO (EtOH). Conditions: temperature 100 celsius, time 45 minute. Yields the product FC1=C(C=C(C(=C1)F)C=1C=NC=NC1)[C@@]12N=C(SC[C@@H]1[C@H](OC2)CF)N ((4aS,5S,7aS)-7a-(2,4-difluoro-5-(pyrimidin-5-yl)phenyl)-5-(fluoromethyl)-4a,5,7,7a-tetrahydro-4H-furo[3,4-d][1,3]thiazin-2-amine). As a reaction SMILES: Br[C:2]1[C:3]([F:28])=[CH:4][C:5]([F:27])=[C:6]([C@:8]23[CH2:16][O:15][C@H:14]([CH2:17][F:18])[C@H:13]2[CH2:12][S:11][C:10]([NH:19]C(=O)OC(C)(C)C)=[N:9]3)[CH:7]=1.[N:29]1[CH:34]=[C:33](B(O)O)[CH:32]=[N:31][CH:30]=1.C(=O)([O-])[O-].[Cs+].[Cs+].C(Cl)Cl.C(O)(C(F)(F)F)=O>COCCOC.C1C=CC(P(C2C=CC=CC=2)C2C=CC=CC=2)=CC=1.C1C=CC(P(C2C=CC=CC=2)C2C=CC=CC=2)=CC=1.Cl[Pd]Cl.O.CCO>[F:27][C:5]1[CH:4]=[C:3]([F:28])[C:2]([C:33]2[CH:34]=[N:29][CH:30]=[N:31][CH:32]=2)=[CH:7][C:6]=1[C@:8]12[CH2:16][O:15][C@H:14]([CH2:17][F:18])[C@H:13]1[CH2:12][S:11][C:10]([NH2:19])=[N:9]2 |f:2.3.4,8.9.10|. Reported procedure: tert-Butyl ((4aS,5S,7aS)-7a-(5-bromo-2,4-difluorophenyl)-5-(fluoromethyl)-4a,5,7,7a-tetrahydro-4H-furo[3,4-d][1,3]thiazin-2-yl)carbamate (100 mg, 0.21 mmol) was dissolved in DME (1.5 mL), EtOH (0.7 mL) and water (0.5 mL). The solution was heated to 100° C. Pyrimidin-5-ylboronic acid (51.5 mg, 0.416 mmol), bis(triphenylphosphine)palladium (II) chloride (29.2 mg, 0.042 mmol) and cesium carbonate (406 mg, 1.25 mmol) were added and the reaction was stirred at 100° C. for 45 minutes. The reaction was... The reactants are CC1(OB(OC1(C)C)C1=CC=C(S1)CN1CCOCC1)C (4-((5-(4,4,5,5-tetramethyl-1,3,2-dioxaborolan-2-yl)thiophen-2-yl)methyl)morpholine), BrC1=C(OC(C2=CC=CC=C12)=O)C(C)O (4-Bromo-3-(1-hydroxyethyl)-1H-isochromen-1-one), intermediate B1, BrC1=C(OC(C2=CC=CC=C12)=O)C(C)O (4-Bromo-3-(1-hydroxyethyl)-1H-isochromen-1-one), C(=O)([O-])[O-].[Cs+].[Cs+] (Cs2CO3). Reagents/catalysts: C=1C=CC(=CC1)[P](C=2C=CC=CC2)(C=3C=CC=CC3)[Pd]([P](C=4C=CC=CC4)(C=5C=CC=CC5)C=6C=CC=CC6)([P](C=7C=CC=CC7)(C=8C=CC=CC8)C=9C=CC=CC9)[P](C=1C=CC=CC1)(C=1C=CC=CC1)C=1C=CC=CC1 (Pd(PPh3)4). The product is Phase B, OC(C)C=1OC(C2=CC=CC=C2C1C=1SC(=CC1)CN1CCOCC1)=O (3-(1-Hydroxyethyl)-4-(5-(morpholinomethyl)thiophen-2-yl)-1H-isochromen-1-one). The yield is 47.0%. As a reaction SMILES: Br[C:2]1[C:11]2[C:6](=[CH:7][CH:8]=[CH:9][CH:10]=2)[C:5](=[O:12])[O:4][C:3]=1[CH:13]([OH:15])[CH3:14].CC1(C)C(C)(C)OB([C:24]2[S:28][C:27]([CH2:29][N:30]3[CH2:35][CH2:34][O:33][CH2:32][CH2:31]3)=[CH:26][CH:25]=2)O1.C([O-])([O-])=O.[Cs+].[Cs+]>C1C=CC([P]([Pd]([P](C2C=CC=CC=2)(C2C=CC=CC=2)C2C=CC=CC=2)([P](C2C=CC=CC=2)(C2C=CC=CC=2)C2C=CC=CC=2)[P](C2C=CC=CC=2)(C2C=CC=CC=2)C2C=CC=CC=2)(C2C=CC=CC=2)C2C=CC=CC=2)=CC=1>[OH:15][CH:13]([C:3]1[O:4][C:5](=[O:12])[C:6]2[C:11]([C:2]=1[C:24]1[S:28][C:27]([CH2:29][N:30]3[CH2:31][CH2:32][O:33][CH2:34][CH2:35]3)=[CH:26][CH:25]=1)=[CH:10][CH:9]=[CH:8][CH:7]=2)[CH3:14] |f:2.3.4,^1:46,48,67,86|. Procedure: The title compound was made in a similar way as that of the intermediate B1, using 4-bromo-3-(1-hydroxyethyl)-1H-isochromen-1-one (Intermediate A2, 0.4 g, 1.49 mmol), 4-((5-(4,4,5,5-tetramethyl-1,3,2-dioxaborolan-2-yl)thiophen-2-yl)methyl)morpholine (0.598 g, 1.93 mmol), Pd(PPh3)4 (0.086 g, 0.074 mmol) and Cs2CO3 (0.678 g, 2.1 mmol). The crude was purified via reverse phase chromatography with a Biotage C18 SNAP 60 g column (Phase A, water 95%, ACN 4.9%, formic acid 0.1%); Phase B ACN 99.9%, for... The reactants are [I-].[Na+] (sodium iodide), ClC1=NC(=NC(=C1)Cl)SCC1=CC=C(C=C1)OC (4,6-dichloro-2-(4-methoxy-benzylsulfanyl)-pyrimidine), NC1=NNC(=C1)C (3-amino-5-methylpyrazole), C(C)(C)N(CC)C(C)C (diisopropylethylamine). Solvent: C(CCC)O (BuOH). Run at temperature 120 celsius, time 15 hour. The product is ClC1=CC(=NC(=N1)SCC1=CC=C(C=C1)OC)NC=1NN=C(C1)C ([6-chloro-2-(4-methoxy-benzylsulfanyl)-pyrimidin-4-yl)-(5-methyl-2H-pyrazol-3-yl)-amine). RXN SMILES: Cl[C:2]1[CH:7]=[C:6]([Cl:8])[N:5]=[C:4]([S:9][CH2:10][C:11]2[CH:16]=[CH:15][C:14]([O:17][CH3:18])=[CH:13][CH:12]=2)[N:3]=1.[NH2:19][C:20]1[CH:24]=[C:23]([CH3:25])[NH:22][N:21]=1.C(N(C(C)C)CC)(C)C.[I-].[Na+]>C(O)CCC>[Cl:8][C:6]1[N:5]=[C:4]([S:9][CH2:10][C:11]2[CH:16]=[CH:15][C:14]([O:17][CH3:18])=[CH:13][CH:12]=2)[N:3]=[C:2]([NH:19][C:20]2[NH:21][N:22]=[C:23]([CH3:25])[CH:24]=2)[CH:7]=1 |f:3.4|. Procedure details: To a solution of above-prepared 4,6-dichloro-2-(4-methoxy-benzylsulfanyl)-pyrimidine (915 mg, 3.04 mmol) and 3-amino-5-methylpyrazole (310 mg, 3.19 mmol) in BuOH (20 mL) is added diisopropylethylamine (0.56 mL, 3.19 mmol) followed by sodium iodide (455 mg, 3.04 mmol). The reaction mixture is stirred for 15 hours at 120° C. The solvent is removed in vacuo and the residue is purified by flash chromatography (SiO2, hexane/AcOEt gardient) to give [6-chloro-2-(4-methoxy-benzylsulfanyl)-pyrimidin-4-yl... The reactants are F[B-](F)(F)F, CCOC(=O)C1=C(C)Nc2cn[nH]c(=O)c2C1c1ccc(C#N)cc1OC, CC[O+](CC)CC, CO, ClCCl, O. The product is CCOC(=O)C1=C(C)Nc2cnnc(OCC)c2C1c1ccc(C#N)cc1OC. As a reaction SMILES: [B-:31]([F:32])([F:33])([F:34])[F:35].[C:1](#[N:2])[c:3]1[cH:4][c:5]([O:26][CH3:27])[c:6]([CH:9]2[C:10]([C:21](=[O:22])[O:23][CH2:24][CH3:25])=[C:11]([CH3:20])[NH:12][c:13]3[cH:14][n:15][nH:16][c:17](=[O:19])[c:18]32)[cH:7][cH:8]1.[CH2:36]([CH3:37])[O+:38]([CH2:39][CH3:40])[CH2:41][CH3:42].[CH3:43][OH:44].[Cl:28][CH2:29][Cl:30].[OH2:45]>>[C:1](#[N:2])[c:3]1[cH:4][c:5]([O:26][CH3:27])[c:6]([CH:9]2[C:10]([C:21](=[O:22])[O:23][CH2:24][CH3:25])=[C:11]([CH3:20])[NH:12][c:13]3[cH:14][n:15][n:16][c:17]([O:19][CH2:36][CH3:37])[c:18]32)[cH:7][cH:8]1. Reactants: C[Si](C)(C)C#CC1=C(CC(CC1(C)C)(C)C)C1=CC(=C(C=C1)F)C (1-((trimethylsilyl)ethynyl)-2-(4-fluoro-3-methylphenyl)-4,4,6,6-tetramethylcyclohexene), C(C)(=O)O (acetic acid), [F-].C(CCC)[N+](CCCC)(CCCC)CCCC (tetrabutylammonium fluoride). The solvent is C1CCOC1 (THF), C1CCOC1 (THF), CCOCC (ether). Reaction conditions: time 12 hour. The product is C(#C)C1=C(CC(CC1(C)C)(C)C)C1=CC(=C(C=C1)F)C (1-(ethynyl)-2-(4-fluoro-3-methylphenyl)-4,4,6,6-tetramethyl-1-cyclohexene). Isolated yield 98.0%. RXN SMILES: C[Si]([C:5]#[C:6][C:7]1[C:12]([CH3:14])([CH3:13])[CH2:11][C:10]([CH3:16])([CH3:15])[CH2:9][C:8]=1[C:17]1[CH:22]=[CH:21][C:20]([F:23])=[C:19]([CH3:24])[CH:18]=1)(C)C.C(O)(=O)C.[F-].C([N+](CCCC)(CCCC)CCCC)CCC>C1COCC1.CCOCC>[C:6]([C:7]1[C:12]([CH3:14])([CH3:13])[CH2:11][C:10]([CH3:16])([CH3:15])[CH2:9][C:8]=1[C:17]1[CH:22]=[CH:21][C:20]([F:23])=[C:19]([CH3:24])[CH:18]=1)#[CH:5] |f:2.3|. Procedure details: To a solution of the product from Example 1, Step D above (5 g, 14.6 mmol), and acetic acid (1.3 ml, 21.9 mmol) in THF (15 ml) at 0° C. is added tetrabutylammonium fluoride in THF (1M, 21.9 ml, 21.9 mmol). The resulting solution is stirred for 12 hours at room temperature, diluted with ether and washed with saturated ammonium chloride solution. The ether fraction is dried over MgSO4, and the solvent is removed under reduced pressure. Purification by silica gel chromatography (100% hexane) provid... Starting materials: CC(C)=O, CC(=O)OCC1OC(n2c(=O)sc3cnc(N)nc32)C(OC(C)=O)C1OC(C)=O, [Na+], [Na+], [Na+], O=P([O-])([O-])[O-]. Yields the product CC(=O)OC1C(CO)OC(n2c(=O)sc3cnc(N)nc32)C1OC(C)=O. Reaction SMILES: [CH3:38][C:39](=[O:40])[CH3:41].[NH2:1][c:2]1[n:3][cH:4][c:5]2[c:6]([n:7]1)[n:8]([CH:12]1[CH:13]([O:14][C:15]([CH3:16])=[O:17])[CH:18]([O:19][C:20]([CH3:21])=[O:22])[CH:23]([CH2:25][O:26][C:27](=[O:28])[CH3:29])[O:24]1)[c:9](=[O:11])[s:10]2.[Na+:35].[Na+:36].[Na+:37].[P:30]([O-:31])([O-:32])([O-:33])=[O:34]>>[NH2:1][c:2]1[n:3][cH:4][c:5]2[c:6]([n:7]1)[n:8]([CH:12]1[CH:13]([O:14][C:15]([CH3:16])=[O:17])[CH:18]([O:19][C:20]([CH3:21])=[O:22])[CH:23]([CH2:25][OH:26])[O:24]1)[c:9](=[O:11])[s:10]2. The reactants are CCO, ClC(Cl)Cl, Nc1cc([N+](=O)[O-])ccc1Cl, Cl, Fc1ccc(S)cc1, Nc1cc([N+](=O)[O-])ccc1Sc1ccc(F)cc1, [K+], [OH-], O. Product: Cl, Nc1cc([N+](=O)[O-])ccc1Sc1ccc(F)cc1. Reaction SMILES: [CH3:46][CH2:47][OH:48].[CH:42]([Cl:43])([Cl:44])[Cl:45].[Cl:9][c:10]1[cH:11][cH:12][c:13]([N+:14]([O-:15])=[O:16])[cH:17][c:18]1[NH2:19].[ClH:40].[F:1][c:2]1[cH:3][cH:4][c:5]([SH:6])[cH:7][cH:8]1.[F:22][c:23]1[cH:24][cH:25][c:26]([S:29][c:30]2[c:31]([NH2:32])[cH:33][c:34]([N+:37](=[O:38])[O-:39])[cH:35][cH:36]2)[cH:27][cH:28]1.[K+:21].[OH-:20].[OH2:41]>>[ClH:9].[F:22][c:23]1[cH:24][cH:25][c:26]([S:29][c:30]2[c:31]([NH2:32])[cH:33][c:34]([N+:37](=[O:38])[O-:39])[cH:35][cH:36]2)[cH:27][cH:28]1. The reactants are Cc1ccccc1, COC(=O)C1(C2(C)OCCO2)CC1, CC(C)O, O. Product: CO, CC1(C2CC2)OCCO1. Reaction SMILES: [CH3:19][c:20]1[cH:21][cH:22][cH:23][cH:24][cH:25]1.[CH3:1][O:2][C:3](=[O:4])[C:5]1([C:8]2([CH3:13])[O:9][CH2:10][CH2:11][O:12]2)[CH2:6][CH2:7]1.[CH:14]([OH:15])([CH3:16])[CH3:17].[OH2:18]>>[CH3:1][OH:2].[CH:5]1([C:8]2([CH3:13])[O:9][CH2:10][CH2:11][O:12]2)[CH2:6][CH2:7]1.